From a dataset of the Open Reaction Database (ORD), a public repository of structured organic reaction records. describe an organic reaction: reactants, conditions, products, and yield Starting materials: BrC(C(=O)C1=C(C(=C(S1)N1CCOCC1)C#N)C1=C(C=C(C=C1)Cl)Cl)Br (5-(dibromoacetyl)-4-(2,4-dichlorophenyl)-2-morpholin-4-ylthiophene-3-carbonitrile), C1CCOC1 (THF), P(OCC)(OCC)[O-] (diethyl phosphite), TEA. Product: BrCC(=O)C1=C(C(=C(S1)N1CCOCC1)C#N)C1=C(C=C(C=C1)Cl)Cl (5-(2-bromoacetyl)-4-(2,4-dichlorophenyl)-2-morpholinothiophene-3-carbonitrile). Yield: 30.0%. Reaction SMILES: [Br:1][CH:2](Br)[C:3]([C:5]1[S:9][C:8]([N:10]2[CH2:15][CH2:14][O:13][CH2:12][CH2:11]2)=[C:7]([C:16]#[N:17])[C:6]=1[C:18]1[CH:23]=[CH:22][C:21]([Cl:24])=[CH:20][C:19]=1[Cl:25])=[O:4].C1COCC1.P([O-])(OCC)OCC>>[Br:1][CH2:2][C:3]([C:5]1[S:9][C:8]([N:10]2[CH2:15][CH2:14][O:13][CH2:12][CH2:11]2)=[C:7]([C:16]#[N:17])[C:6]=1[C:18]1[CH:23]=[CH:22][C:21]([Cl:24])=[CH:20][C:19]=1[Cl:25])=[O:4]. Procedure details: To a mixture of 5-(dibromoacetyl)-4-(2,4-dichlorophenyl)-2-morpholin-4-ylthiophene-3-carbonitrile (46.9 mg, 0.0000870 mol) in THF (0.78 mL, 0.0096 mol) was added diethyl phosphite (13.7 uL, 0.000107 mol) and TEA (14.9 uL, 0.000107 mol) at 0° C. After addition, the mixture was warmed to rt after 20 min. The reaction mixture was evaporated and the residue was suspended in ice/water. The solid was filtered and purified by column chromatography to afford 5-(2-bromoacetyl)-4-(2,4-dichlorophenyl)-2-mo...